From a dataset of the Open Reaction Database (ORD), a public repository of structured organic reaction records. describe an organic reaction: reactants, conditions, products, and yield Starting materials: CN(C(=O)Oc1ccc(C(=O)ON2C(=O)CCC2=O)cc1)c1ccccc1, NCC1CCCO1. Yields the product CN(C(=O)Oc1ccc(C(=O)NCC2CCCO2)cc1)c1ccccc1. RXN SMILES: [O:1]=[C:2]1[CH2:3][CH2:4][C:5](=[O:6])[N:7]1[O:8][C:9]([c:10]1[cH:11][cH:12][c:13]([O:16][C:17]([N:18]([c:19]2[cH:20][cH:21][cH:22][cH:23][cH:24]2)[CH3:25])=[O:26])[cH:14][cH:15]1)=[O:27].[O:28]1[CH:29]([CH2:33][NH2:34])[CH2:30][CH2:31][CH2:32]1>>[C:9]([c:10]1[cH:11][cH:12][c:13]([O:16][C:17]([N:18]([c:19]2[cH:20][cH:21][cH:22][cH:23][cH:24]2)[CH3:25])=[O:26])[cH:14][cH:15]1)(=[O:27])[NH:34][CH2:33][CH:29]1[O:28][CH2:32][CH2:31][CH2:30]1. Starting materials: CC(C)(C)S(N)=O, O=CC1CC1, ClCCl. Yields the product CC(C)(C)S(=O)N=CC1CC1. Reaction SMILES: [CH3:6][C:7]([CH3:8])([CH3:9])[S:10](=[O:11])[NH2:12].[CH:1]1([CH:4]=[O:5])[CH2:2][CH2:3]1.[Cl:13][CH2:14][Cl:15]>>[CH:1]1([CH:4]=[N:12][S:10]([C:7]([CH3:6])([CH3:8])[CH3:9])=[O:11])[CH2:2][CH2:3]1. Product: COc1ccc2c(c1)C(=O)N(c1cc(N)ccc1C)C2=O. Starting materials: CCOC(C)=O, COc1ccc2c(c1)C(=O)N(c1cc([N+](=O)[O-])ccc1C)C2=O, O=[Pt]. RXN SMILES: [CH3:24][CH2:25][O:26][C:27](=[O:28])[CH3:29].[N+:1]([O-:2])(=[O:3])[c:4]1[cH:5][c:6]([N:11]2[C:12](=[O:23])[c:13]3[c:14]([cH:17][c:18]([O:21][CH3:22])[cH:19][cH:20]3)[C:15]2=[O:16])[c:7]([CH3:10])[cH:8][cH:9]1.[Pt:30]=[O:31]>>[NH2:1][c:4]1[cH:5][c:6]([N:11]2[C:12](=[O:23])[c:13]3[c:14]([cH:17][c:18]([O:21][CH3:22])[cH:19][cH:20]3)[C:15]2=[O:16])[c:7]([CH3:10])[cH:8][cH:9]1. Starting materials: C(C=C)C1=C(C(=C(C=C1)Cl)C1=C(C=CC=C1)C)O (3-allyl-6-chloro-2′-methylbiphenyl-2-ol). The reagents and catalysts are CC1=C([P](C2=C(C)C=CC=C2)([Pd]([P](C3=C(C)C=CC=C3)(C4=C(C)C=CC=C4)C(C=CC=C5)=C5C)(Cl)Cl)C6=C(C)C=CC=C6)C=CC=C1 (dichlorobis(tri-o-tolylphosphine)palladium). Solvent: C(Cl)Cl (methylene chloride). Yields the product ClC=1C=CC(=C(C1C1=C(C=CC=C1)C)O)C=CC (6-chloro-2′-methyl-3-(prop-1-enyl)biphenyl-2-ol). Yield: 50.2%. As a reaction SMILES: [CH2:1]([C:4]1[CH:9]=[CH:8][C:7]([Cl:10])=[C:6]([C:11]2[CH:16]=[CH:15][CH:14]=[CH:13][C:12]=2[CH3:17])[C:5]=1[OH:18])[CH:2]=[CH2:3]>C(Cl)Cl.CC1C=CC=CC=1[P](C1C=CC=CC=1C)([Pd](Cl)(Cl)[P](C1=C(C)C=CC=C1)(C1C=CC=CC=1C)C1C=CC=CC=1C)C1C=CC=CC=1C>[Cl:10][C:7]1[CH:8]=[CH:9][C:4]([CH:1]=[CH:2][CH3:3])=[C:5]([OH:18])[C:6]=1[C:11]1[CH:16]=[CH:15][CH:14]=[CH:13][C:12]=1[CH3:17] |^1:28,39|. Procedure details: To a solution of 3-allyl-6-chloro-2′-methylbiphenyl-2-ol (2.0 g, 7.7 mmol) in methylene chloride (70 mL) was added dichlorobis(acetonitrile)palladium (II) (0.22 g, 0.84 mmol). The resulting mixture was refluxed overnight. The solvent was removed under reduced pressure. Purification by ISCO using a solvent gradient of 5 to 20% ethyl acetate in hexanes provided 1.0 g (50%) of 6-chloro-2′-methyl-3-(prop-1-enyl)biphenyl-2-ol as a colorless oil.